From a dataset of the Open Reaction Database (ORD), a public repository of structured organic reaction records. describe an organic reaction: reactants, conditions, products, and yield Reactants: C(C)(C)(C)OC(=O)N([C@H](C(=O)O)CC(C)(C)C)C ((S)-2-(tert-butoxycarbonyl(methyl)amino)-4,4-dimethylpentanoic acid), FC(C1=CC=C(C=C1)N1C[C@@H]2[C@H](C1)[C@H](CC2)N)(F)F ((3aR,4S,6aS)-2-[4-(trifluoromethyl)phenyl]octahydrocyclopenta[c]pyrrol-4-amine), FC(C1=CC=CC(=N1)N1C[C@@H]2[C@H](C1)[C@H](CC2)N)(F)F ((3aR,4S,6aS)-2-(6-(trifluoromethyl)pyridin-2-yl)octahydrocyclopenta[c]pyrrol-4-amine). Product: CN[C@H](CC(C)C)C(=O)N[C@H]1CC[C@@H]2CN(C[C@@H]21)C2=CC=C(C=C2)C(F)(F)F (N2-methyl-N-{(3aR,4S,6aS)-2-[4-(trifluoromethyl)phenyl]octahydrocyclopenta[c]pyrrol-4-yl}-D-leucinamide). Procedure details: The title compound was prepared by substituting (S)-N-(tert-butoxycarbonyl)-N-methyl-D-leucine for (S)-2-(tert-butoxycarbonyl(methyl)amino)-4,4-dimethylpentanoic acid and (3aR,4S,6aS)-2-[4-(trifluoromethyl)phenyl]octahydrocyclopenta[c]pyrrol-4-amine from Example 607 for (3aR,4S,6aS)-2-(6-(trifluoromethyl)pyridin-2-yl)octahydrocyclopenta[c]pyrrol-4-amine in the procedure described in Example 587: 1H NMR (500 MHz, pyridine-d5) δ ppm 8.36 (d, J=7.4, 1H), 7.57 (d, J=8.6, 2H), 6.63 (d, J=8.7, 2H), 4.... RXN SMILES: C(OC([N:8]([CH3:18])[C@@H:9]([CH2:13][C:14]([CH3:17])([CH3:16])C)[C:10]([OH:12])=O)=O)(C)(C)C.[F:19][C:20]([F:37])([F:36])[C:21]1[CH:26]=[CH:25][C:24]([N:27]2[CH2:31][C@@H:30]3[C@@H:32]([NH2:35])[CH2:33][CH2:34][C@@H:29]3[CH2:28]2)=[CH:23][CH:22]=1.FC(F)(F)C1N=C(N2C[C@@H]3[C@@H](N)CC[C@@H]3C2)C=CC=1>>[CH3:18][NH:8][C@@H:9]([C:10]([NH:35][C@@H:32]1[C@@H:30]2[C@@H:29]([CH2:28][N:27]([C:24]3[CH:23]=[CH:22][C:21]([C:20]([F:37])([F:19])[F:36])=[CH:26][CH:25]=3)[CH2:31]2)[CH2:34][CH2:33]1)=[O:12])[CH2:13][CH:14]([CH3:16])[CH3:17].